From a dataset of the Open Reaction Database (ORD), a public repository of structured organic reaction records. describe an organic reaction: reactants, conditions, products, and yield Starting materials: CC=1C=C(C=CC1)N1CNC(C12CCNCC2)=O (1-(3-methylphenyl)-1,3,8-triazaspiro[4.5]decan-4-one), Cl.C(#N)C1=CC=C(CN2C=NC=C2CCl)C=C1 (1-(4-cyanobenzyl)-5-chloromethylimidazole hydrochloride salt), C(C)(C)N(CC)C(C)C (diisopropylethylamine). The solvent is C(C)O (ethanol). Yields the product O=C1NCN(C12CCN(CC2)CC2=CN=CN2CC2=CC=C(C#N)C=C2)C2=CC(=CC=C2)C (4-{5-[4-Oxo-1-(3-methylphenyl)-1,3,8-triazaspiro[4.5]dec-8-ylmethyl]imidazol-1-ylmethyl}benzonitrile). Reaction SMILES: [CH3:1][C:2]1[CH:3]=[C:4]([N:8]2[C:12]3([CH2:17][CH2:16][NH:15][CH2:14][CH2:13]3)[C:11](=[O:18])[NH:10][CH2:9]2)[CH:5]=[CH:6][CH:7]=1.Cl.[C:20]([C:22]1[CH:35]=[CH:34][C:25]([CH2:26][N:27]2[C:31]([CH2:32]Cl)=[CH:30][N:29]=[CH:28]2)=[CH:24][CH:23]=1)#[N:21].C(N(C(C)C)CC)(C)C>C(O)C>[O:18]=[C:11]1[C:12]2([CH2:17][CH2:16][N:15]([CH2:32][C:31]3[N:27]([CH2:26][C:25]4[CH:34]=[CH:35][C:22]([C:20]#[N:21])=[CH:23][CH:24]=4)[CH:28]=[N:29][CH:30]=3)[CH2:14][CH2:13]2)[N:8]([C:4]2[CH:5]=[CH:6][CH:7]=[C:2]([CH3:1])[CH:3]=2)[CH2:9][NH:10]1 |f:1.2|. Procedure: A solution of 1-(3-methylphenyl)-1,3,8-triazaspiro[4.5]decan-4-one (0.25 g, 0.94 mmol), 1-(4-cyanobenzyl)-5-chloromethylimidazole hydrochloride salt (0.23 g, 0.94 mmol), and diisopropylethylamine (0.5 mL, 2.8 mmol) in absolute ethanol (5 mL) was heated under reflux overnight. The resulting mixture was concentrated under vacuum, and the residue was subjected to column chromatography on silica gel eluting with 5% methanol in ethyl acetate. The appropriate fractions were collected and concentrated.... The yield is 60.7%. Procedure details: 4,5-Methylenedioxysalicylic acid (0.472 g; 2.59 mmol) was suspended in 8 mL dry chloroform to which was added 0.476 g (4.00 mmol) thionyl chloride. The reaction mixture was heated at reflux for 3 h, during which time the suspension turned into a dark solution. The solution was allowed to cool to ambient and the solvent and excess thionyl chloride were removed in vacuo. The residue was dissolved in 8 mL methylene chloride and 0.392 g (4.60 mmol) 2-methyl-2-oxazoline was added dropwise. The soluti... The reactants are C1OC=2C=C(C(C(=O)O)=CC2O1)O (4,5-Methylenedioxysalicylic acid), CC=1OCCN1 (2-methyl-2-oxazoline), S(=O)(Cl)Cl (thionyl chloride), S(=O)(Cl)Cl (thionyl chloride). The solvent is C(Cl)(Cl)Cl (chloroform). Product: CC12OC3=C(C(N1CCO2)=O)C=C2C(=C3)OCO2 (7,8-Dihydro-5a-methyl-10H-1,3-dioxolo[4,5-g]oxazolo[2,3-b][1,3]benzoxazin-10-one). Run at time 1 hour. Reaction SMILES: [CH2:1]1[O:12][C:11]2[CH:10]=[C:6]([C:7]([OH:9])=O)[C:5]([OH:13])=[CH:4][C:3]=2[O:2]1.S(Cl)(Cl)=O.[CH3:18][C:19]1[O:20][CH2:21][CH2:22][N:23]=1>C(Cl)(Cl)Cl>[CH3:18][C:19]12[O:20][CH2:21][CH2:22][N:23]1[C:7](=[O:9])[C:6]1[CH:10]=[C:11]3[O:12][CH2:1][O:2][C:3]3=[CH:4][C:5]=1[O:13]2. The reactants are FC1=C(C(=O)Cl)C=C(C(=C1F)F)F (2,3,4,5-tetrafluorobenzoyl chloride), C(CCC)[Li] (n-butyllithium), C(CCC)[Li] (n-butyllithium), C(CC(=O)O)(=O)O (malonic acid), C(CCC)[Li] (n-butyllithium), Cl (hydrochloric acid), acid chloride, N1=C(C=CC=C1)C1=NC=CC=C1 (bipyridyl). Run in ClCCl (dichloromethane), O (water), O1CCCC1 (tetrahydrofuran), O1CCCC1 (tetrahydrofuran). Reaction conditions: temperature -5 celsius, time 45 minute. The product is FC1=C(C=C(C(=C1F)F)F)C(CC(=O)OCC)=O (2,3,4,5-tetrafluoroβ-oxo-benzenepropanoic acid, ethyl ester). As a reaction SMILES: [C:1]([OH:7])(=[O:6])[CH2:2][C:3]([OH:5])=O.[CH2:8]([Li])[CH2:9]CC.N1C=CC=CC=1C1C=CC=CN=1.[F:25][C:26]1[C:34]([F:35])=[C:33]([F:36])[C:32]([F:37])=[CH:31][C:27]=1C(Cl)=O.Cl>O1CCCC1.ClCCl.O>[F:37][C:32]1[C:33]([F:36])=[C:34]([F:35])[C:26]([F:25])=[CH:27][C:31]=1[C:3](=[O:5])[CH2:2][C:1]([O:7][CH2:8][CH3:9])=[O:6]. Procedure details: To 40.92 g (310 mmol) of malonic acid half ethyl ester in 700 ml of dry tetrahydrofuran at -35° C. was added a stream of n-butyllithium until one equivalent was delivered. The mixture was maintained at -15° to -30° during the addition, then warmed to -5° C. treated with 10 mg of bipyridyl. The remainder of the n-butyllithium was added at this temperature until the indicator turned pink. A total of 282 ml of 2.2N n-butyllithium was added. The mixture was recooled to -78° C. and a solution of 2,3,... The reactants are C1CCOC1, CCOC(C)=O, CCCCCC, Nc1ccc(CCCC(=O)O)cc1, CCn1nc(C)cc1C(=O)Nc1cccc(C(=O)c2ccc3c(c2)NC(=O)C3=CO)c1. The product is CCn1nc(C)cc1C(=O)Nc1cccc(C(=O)c2ccc3c(c2)NC(=O)C3=CNc2ccc(CCCC(=O)O)cc2)c1. Reaction SMILES: [CH2:32]1[O:33][CH2:34][CH2:35][CH2:36]1.[CH3:50][CH2:51][O:52][C:53]([CH3:54])=[O:55].[CH3:56][CH2:57][CH2:58][CH2:59][CH2:60][CH3:61].[NH2:37][c:38]1[cH:39][cH:40][c:41]([CH2:44][CH2:45][CH2:46][C:47](=[O:48])[OH:49])[cH:42][cH:43]1.[OH:1][CH:2]=[C:3]1[C:4](=[O:31])[NH:5][c:6]2[cH:7][c:8]([C:12](=[O:13])[c:14]3[cH:15][c:16]([NH:20][C:21](=[O:22])[c:23]4[n:24]([CH2:29][CH3:30])[n:25][c:26]([CH3:28])[cH:27]4)[cH:17][cH:18][cH:19]3)[cH:9][cH:10][c:11]21>>[CH:2](=[C:3]1[C:4](=[O:31])[NH:5][c:6]2[cH:7][c:8]([C:12](=[O:13])[c:14]3[cH:15][c:16]([NH:20][C:21](=[O:22])[c:23]4[n:24]([CH2:29][CH3:30])[n:25][c:26]([CH3:28])[cH:27]4)[cH:17][cH:18][cH:19]3)[cH:9][cH:10][c:11]21)[NH:37][c:38]1[cH:39][cH:40][c:41]([CH2:44][CH2:45][CH2:46][C:47](=[O:48])[OH:49])[cH:42][cH:43]1.